This data is from the Open Reaction Database (ORD), a public repository of structured organic reaction records. The task is: describe an organic reaction: reactants, conditions, products, and yield Starting materials: COC(=O)c1cc(O)c(OCc2ccccc2)cn1, CN1CCNCC1, CO, ClC(Cl)Cl. The product is CN1CCN(C(=O)c2cc(O)c(OCc3ccccc3)cn2)CC1. As a reaction SMILES: [CH3:1][O:2][C:3](=[O:4])[c:5]1[n:6][cH:7][c:8]([O:12][CH2:13][c:14]2[cH:15][cH:16][cH:17][cH:18][cH:19]2)[c:9]([OH:11])[cH:10]1.[CH3:20][N:21]1[CH2:22][CH2:23][NH:24][CH2:25][CH2:26]1.[CH3:31][OH:32].[CH:27]([Cl:28])([Cl:29])[Cl:30]>>[C:3](=[O:4])([c:5]1[n:6][cH:7][c:8]([O:12][CH2:13][c:14]2[cH:15][cH:16][cH:17][cH:18][cH:19]2)[c:9]([OH:11])[cH:10]1)[N:24]1[CH2:23][CH2:22][N:21]([CH3:20])[CH2:26][CH2:25]1.